Dataset: the Open Reaction Database (ORD), a public repository of structured organic reaction records. Task: describe an organic reaction: reactants, conditions, products, and yield Reactants: C(C(=C)C)(=O)OCC1CO1 (glycidyl methacrylate), O (water), resultant mixture, OC1=C(C=C(C=C1)C=CC1=NC2=CC=CC=C2C=C1)OC (2-[2-(4-hydroxy-3-methoxyphenyl)-ethenyl]-quinoline). Reagents/catalysts: [Cl-].C(CCC)[N+](CCCC)(CCCC)CCCC (tetrabutylammonium chloride). Run in CN(C(C)=O)C (N,N-dimethylacetamide). Product: COC=1C=C(C=CC1OCC(COC(C(=C)C)=O)O)C=CC1=NC2=CC=CC=C2C=C1 (2-{2-[3-methoxy-4-(2-hydroxy-3-methacryloyloxypropyloxy)-phenyl]-ethenyl}-quinoline). Yield: 50.0%. As a reaction SMILES: [OH:1][C:2]1[CH:7]=[CH:6][C:5]([CH:8]=[CH:9][C:10]2[CH:19]=[CH:18][C:17]3[C:12](=[CH:13][CH:14]=[CH:15][CH:16]=3)[N:11]=2)=[CH:4][C:3]=1[O:20][CH3:21].[C:22]([O:27][CH2:28][CH:29]1[O:31][CH2:30]1)(=[O:26])[C:23]([CH3:25])=[CH2:24].O>CN(C)C(=O)C.[Cl-].C([N+](CCCC)(CCCC)CCCC)CCC>[CH3:21][O:20][C:3]1[CH:4]=[C:5]([CH:8]=[CH:9][C:10]2[CH:19]=[CH:18][C:17]3[C:12](=[CH:13][CH:14]=[CH:15][CH:16]=3)[N:11]=2)[CH:6]=[CH:7][C:2]=1[O:1][CH2:30][CH:29]([OH:31])[CH2:28][O:27][C:22](=[O:26])[C:23]([CH3:25])=[CH2:24] |f:4.5|. Reported procedure: In 5 cm3 of N,N-dimethylacetamide, 2.77 g of the produced quinoline derivative was dissolved and 1.42 g of glycidyl methacrylate and 0.10 g of tetrabutylammonium chloride were added thereto. The resultant mixture was reacted by maintaining it at 90° to 100° C. for 5 hours. The reaction product was mixed with water. The oily substance separated consequently was extracted via ethyl acetate, washed thoroughly with water, and dried. The dry product was distilled to expel the solvent and then separat... The reactants are BrC=1C=C(C=CC1)O (3-Bromophenol), BrC(C(=O)OC)CC(C)C (Methyl 2-bromo-4-methylpentanoate), CC(C)([O-])C.[K+] (potassium tert-butoxide). The solvent is C(C)OCC (diethyl ether), O (water), C([O-])(O)=O (bicarbonate), CN(C)C=O (DMF), C1CCOC1 (THF). Reaction conditions: time 30 minute. The product is BrC=1C=C(OC(C(=O)OC)CC(C)C)C=CC1 (methyl 2-(3-bromophenoxy)-4-methylpentanoate). As a reaction SMILES: [Br:1][C:2]1[CH:3]=[C:4]([OH:8])[CH:5]=[CH:6][CH:7]=1.CC(C)([O-])C.[K+].Br[CH:16]([CH2:21][CH:22]([CH3:24])[CH3:23])[C:17]([O:19][CH3:20])=[O:18]>CN(C=O)C.C1COCC1.C(OCC)C.O.C(=O)(O)[O-]>[Br:1][C:2]1[CH:3]=[C:4]([CH:5]=[CH:6][CH:7]=1)[O:8][CH:16]([CH2:21][CH:22]([CH3:24])[CH3:23])[C:17]([O:19][CH3:20])=[O:18] |f:1.2|. Procedure details: 3-Bromophenol (2.99 g, 17 mmoles) in a mixture of DMF (3 mL) and THF (15 mL) was treated with potassium tert-butoxide (1.85 g, 16.5 mmoles) and stirred for 30 minutes. Methyl 2-bromo-4-methylpentanoate (2.5 mL, 15.75 mmoles) was added in one portion and the reaction was stirred overnight. The reaction was diluted with diethyl ether, water and sat. aq. bicarbonate. The phases were separated and the organic phase was washed with 2 portions of 1.2 N hydrochloric acid and then brine. The organic pha... Reactants: ClC=1N(C(SC1C=O)=O)C (4-chloro-3-methyl-2-oxo-2,3-dihydro-thiazole-5-carbaldehyde), C([O-])([O-])=O.[K+].[K+] (potassium carbonate), CC1(OB(OC1(C)C)C=1C=C2CCCOC2=CC1)C (6-(4,4,5,5-tetramethyl-1,3,2-dioxaborolan-2-yl)chroman). The reagents and catalysts are [Br-].C(CCC)[N+](CCCC)(CCCC)CCCC (tetrabutylammonium bromide), C(C)(=O)[O-].C(C)(=O)[O-].[Pd+2] (palladium diacetate). Solvent: C(C)(=O)OCC (ethyl acetate), O (water), C(C)O (ethanol), O (water). The product is O1CC=CC2=C1C=CC(=C2)C=2N(C(SC2C=O)=O)C (4-1-benzopyran-6-yl-3-methyl-2-oxo-2,3-dihydro-thiazole-5-carbaldehyde). The yield is 34.8%. Reaction SMILES: Cl[C:2]1[N:3]([CH3:10])[C:4](=[O:9])[S:5][C:6]=1[CH:7]=[O:8].C(=O)([O-])[O-].[K+].[K+].CC1(C)C(C)(C)OB([C:25]2[CH:26]=[C:27]3[C:32](=[CH:33][CH:34]=2)[O:31][CH2:30][CH2:29][CH2:28]3)O1>[Br-].C([N+](CCCC)(CCCC)CCCC)CCC.C(O)C.O.C(OCC)(=O)C.C([O-])(=O)C.C([O-])(=O)C.[Pd+2]>[O:31]1[C:32]2[CH:33]=[CH:34][C:25]([C:2]3[N:3]([CH3:10])[C:4](=[O:9])[S:5][C:6]=3[CH:7]=[O:8])=[CH:26][C:27]=2[CH:28]=[CH:29][CH2:30]1 |f:1.2.3,5.6,10.11.12|. Reported procedure: Under a nitrogen atmosphere, a solution of 4-chloro-3-methyl-2-oxo-2,3-dihydro-thiazole-5-carbaldehyde (33b) (500 mg, 2.82 mmol), potassium carbonate (390 mg, 2.82 mmol), palladium diacetate (100 mg, 0.48 mmol), 6-(4,4,5,5-tetramethyl-1,3,2-dioxaborolan-2-yl)chroman (732 mg, 2.82 mmol) and tetrabutylammonium bromide (910 mg, 2.82 mmol) in ethanol (7 mL) and water (10 mL) was stirred at 70° C. for 3 hours. The mixture was then cooled at room temperature and diluted with ethyl acetate (30 mL) and ... The reactants are CN1C(C2(C(NC3=CC=CC=C23)=O)C=2C=C3C(=CC12)OCCO3)=O (6-methyl-2,3-dihydrospiro[1,4-dioxino[2,3-f]indole-8,3′-indole]-2′,7(1′H,6H)-dione), C([O-])([O-])=O.[Cs+].[Cs+] (cesium carbonate), Br.BrCC1=NC=CC=C1 (2-(bromomethyl)pyridine hydrobromide). Solvent: O (water), C(C)(=O)OCC (ethyl acetate), CN(C=O)C (N,N-dimethylformamide). Run at temperature 0 celsius, time 30 minute. Product: CN1C(C2(C(N(C3=CC=CC=C23)CC2=NC=CC=C2)=O)C=2C=C3C(=CC12)OCCO3)=O (6-methyl-1′-(pyridin-2-ylmethyl)-2,3-dihydrospiro[1,4-dioxino[2,3-f]indole-8,3′-indole]-2′,7(1H,6H)-dione). The yield is 23.0%. Reaction SMILES: [CH3:1][N:2]1[C:19]2[CH:18]=[C:17]3[O:20][CH2:21][CH2:22][O:23][C:16]3=[CH:15][C:14]=2[C:4]2([C:12]3[C:7](=[CH:8][CH:9]=[CH:10][CH:11]=3)[NH:6][C:5]2=[O:13])[C:3]1=[O:24].C(=O)([O-])[O-].[Cs+].[Cs+].Br.Br[CH2:33][C:34]1[CH:39]=[CH:38][CH:37]=[CH:36][N:35]=1>CN(C)C=O.O.C(OCC)(=O)C>[CH3:1][N:2]1[C:19]2[CH:18]=[C:17]3[O:20][CH2:21][CH2:22][O:23][C:16]3=[CH:15][C:14]=2[C:4]2([C:12]3[C:7](=[CH:8][CH:9]=[CH:10][CH:11]=3)[N:6]([CH2:33][C:34]3[CH:39]=[CH:38][CH:37]=[CH:36][N:35]=3)[C:5]2=[O:13])[C:3]1=[O:24] |f:1.2.3,4.5|. Reported procedure: To a stirred solution of 6-methyl-2,3-dihydrospiro[1,4-dioxino[2,3-f]indole-8,3′-indole]-2′,7(1′H,6H)-dione (0.07 g, 0.21 mmol) in N,N-dimethylformamide (5 mL) was added cesium carbonate (0.20 g, 0.61 mmol) at 0° C. The reaction mixture was stirred at 0° C. for 30 min, 2-(bromomethyl)pyridine hydrobromide (0.08 g, 0.31 mmol) was added and the mixture was stirred at ambient temperature for 18 h. The mixture was diluted with water and ethyl acetate. The organic phase was washed with water and brin...